Dataset: the Open Reaction Database (ORD), a public repository of structured organic reaction records. Task: describe an organic reaction: reactants, conditions, products, and yield The reactants are C1CCOC1, [Li+], CC(C)CC(NCCCCCOc1cc(F)c(-n2c(N)c(C(=O)c3ccc(F)cc3)ccc2=O)c(F)c1)C(=O)OC1CCCC1, [OH-], O. The product is CC(C)CC(NCCCCCOc1cc(F)c(-n2c(N)c(C(=O)c3ccc(F)cc3)ccc2=O)c(F)c1)C(=O)O. Reaction SMILES: [CH2:48]1[O:49][CH2:50][CH2:51][CH2:52]1.[Li+:47].[NH2:1][c:2]1[c:3]([C:37]([c:38]2[cH:39][cH:40][c:41]([F:44])[cH:42][cH:43]2)=[O:45])[cH:4][cH:5][c:6](=[O:36])[n:7]1-[c:8]1[c:9]([F:35])[cH:10][c:11]([O:12][CH2:13][CH2:14][CH2:15][CH2:16][CH2:17][NH:18][CH:19]([CH2:20][CH:21]([CH3:22])[CH3:23])[C:24](=[O:25])[O:26][CH:27]2[CH2:28][CH2:29][CH2:30][CH2:31]2)[cH:32][c:33]1[F:34].[OH-:46].[OH2:53]>>[NH2:1][c:2]1[c:3]([C:37]([c:38]2[cH:39][cH:40][c:41]([F:44])[cH:42][cH:43]2)=[O:45])[cH:4][cH:5][c:6](=[O:36])[n:7]1-[c:8]1[c:9]([F:35])[cH:10][c:11]([O:12][CH2:13][CH2:14][CH2:15][CH2:16][CH2:17][NH:18][CH:19]([CH2:20][CH:21]([CH3:22])[CH3:23])[C:24](=[O:25])[OH:26])[cH:32][c:33]1[F:34]. Reactants: CNCCOC, COc1ccc(F)c(F)c1C(=O)c1cnc(NC2CCN(S(=O)(=O)CCCCl)CC2)nc1N. Product: COCCN(C)CCCS(=O)(=O)N1CCC(Nc2ncc(C(=O)c3c(OC)ccc(F)c3F)c(N)n2)CC1. As a reaction SMILES: [CH3:34][O:35][CH2:36][CH2:37][NH:38][CH3:39].[NH2:1][c:2]1[n:3][c:4]([NH:20][CH:21]2[CH2:22][CH2:23][N:24]([S:27](=[O:28])(=[O:29])[CH2:30][CH2:31][CH2:32][Cl:33])[CH2:25][CH2:26]2)[n:5][cH:6][c:7]1[C:8](=[O:9])[c:10]1[c:11]([F:19])[c:12]([F:18])[cH:13][cH:14][c:15]1[O:16][CH3:17]>>[NH2:1][c:2]1[n:3][c:4]([NH:20][CH:21]2[CH2:22][CH2:23][N:24]([S:27](=[O:28])(=[O:29])[CH2:30][CH2:31][CH2:32][N:38]([CH2:37][CH2:36][O:35][CH3:34])[CH3:39])[CH2:25][CH2:26]2)[n:5][cH:6][c:7]1[C:8](=[O:9])[c:10]1[c:11]([F:19])[c:12]([F:18])[cH:13][cH:14][c:15]1[O:16][CH3:17]. Reactants: ClCCOC1=C(C=C2C(=C(C=NC2=C1)C#N)NC1=CC=C2C=NNC2=C1)OC (7-(2-chloro-ethoxy)-4-(1H-indazol-6-ylamino)-6-methoxy-quinoline-3-carbonitrile), product, CNCCO (2-(methylamino)-ethanol), [I-].[Na+] (sodium iodide). The solvent is COCCOC (DME). Reaction conditions: temperature 135 celsius. Product: OCCNCCOC1=C(C=C2C(=C(C=NC2=C1)C#N)NC1=CC=C2C=NNC2=C1)OC (7-{2-[(2-hydroxy-ethyl)-amino]-ethoxy}-4(1H-indazol-6-ylamino)-6-methoxy -quinoline-3-carbonitrile). As a reaction SMILES: Cl[CH2:2][CH2:3][O:4][C:5]1[CH:14]=[C:13]2[C:8]([C:9]([NH:17][C:18]3[CH:26]=[C:25]4[C:21]([CH:22]=[N:23][NH:24]4)=[CH:20][CH:19]=3)=[C:10]([C:15]#[N:16])[CH:11]=[N:12]2)=[CH:7][C:6]=1[O:27][CH3:28].C[NH:30][CH2:31][CH2:32][OH:33].[I-].[Na+]>COCCOC>[OH:33][CH2:32][CH2:31][NH:30][CH2:2][CH2:3][O:4][C:5]1[CH:14]=[C:13]2[C:8]([C:9]([NH:17][C:18]3[CH:26]=[C:25]4[C:21]([CH:22]=[N:23][NH:24]4)=[CH:20][CH:19]=3)=[C:10]([C:15]#[N:16])[CH:11]=[N:12]2)=[CH:7][C:6]=1[O:27][CH3:28] |f:2.3|. Procedure: Using an analogous procedure to that described in Example 157, 196.5 mg (0.5 mmol) of the 7-(2-chloro-ethoxy)-4-(1H-indazol-6-ylamino)-6-methoxy-quinoline-3-carbonitrile, 375.6 mg (5.0 mmol) of 2-(methylamino)-ethanol and 75.0 mg (0.5 mmol) of sodium iodide in 5 mL of DME was heated at 135° C. for 15 hr. The work up gave 116.4 mg (54.0%) of the product as a yellow solid, m.p. 179° C. (dec.), mass (electrospray, m/e): M+H 433.0. Starting materials: O=C(CC(=O)OC)CC (methyl 3-oxopentanoate), Cl (hydrochloric acid), C(CCl)OCCCl (2,2′-dichloroethyl ether), C([O-])([O-])=O.[K+].[K+] (potassium carbonate), [I-].[K+] (potassium iodide). Run in O (water), CN(C=O)C (N,N-dimethylformamide). Conditions: temperature 80 celsius. Yields the product C(CC)(=O)C1(CCOCC1)C(=O)OC (4-propionyl-4-methoxycarbonyltetrahydropyran). Yield: 56.0%. RXN SMILES: [CH2:1]([O:4][CH2:5][CH2:6]Cl)[CH2:2]Cl.C(=O)([O-])[O-].[K+].[K+].[I-].[K+].[O:16]=[C:17]([CH2:23][CH3:24])[CH2:18][C:19]([O:21][CH3:22])=[O:20].Cl>O.CN(C)C=O>[C:17]([C:18]1([C:19]([O:21][CH3:22])=[O:20])[CH2:6][CH2:5][O:4][CH2:1][CH2:2]1)(=[O:16])[CH2:23][CH3:24] |f:1.2.3,4.5|. Reported procedure: In a flask made of glass having an inner volume of 200 ml and equipped with a stirring device, a thermometer, a dropping funnel and a reflux condenser were charged 13.0 g (0.09 mol) of 2,2′-dichloroethyl ether, 35.9 g (0.26 mol) of anhydrous potassium carbonate, 1.3 g (7.8 mmol) of potassium iodide and 80 ml of N,N-dimethylformamide, and the temperature of the mixture was raised to 80° C. with stirring. Then, 20.0 g (0.15 mol) of methyl 3-oxopentanoate was gently added dropwise to the mixture, a... The reactants are C(C)(=O)O[C@H]1[C@H](SCC#N)O[C@@H]([C@@H]([C@@H]1OC(C)=O)OC(C)=O)COC(C)=O (cyanomethyl 2,3,4,6-tetra-O-acetyl-1-thio-β-D-galactopyranoside), C(C)(=O)O[C@H]1[C@H](O[C@@H]([C@@H]([C@@H]1OC(C)=O)OC(C)=O)COC(C)=O)Br (2,3,4,6-tetra-O-acetyl-α-D-galactopyranosyl bromide), [Br-].C(C)(=O)O[C@H]1[C@@H](O[C@@H]([C@@H]([C@@H]1OC(C)=O)OC(C)=O)COC(C)=O)SC(=[NH2+])N (2-S-(2,3,4,6-tetra-O-acetyl-β-D-galactopyranosyl)-2-thiouronium bromide). The product is O=C[C@H](O)[C@@H](O)[C@@H](O)[C@H](O)CO (galactose), 2-imino-2-methoxyethyl-1-thio-β-D-galactopyranoside. As a reaction SMILES: C([O:4][C@@H:5]1[C@@H:10]([O:11]C(=O)C)[C@@H:9]([O:15]C(=O)C)[C@@H:8]([CH2:19][O:20]C(=O)C)[O:7][C@@H:6]1Br)(=O)C.[Br-].C(O[C@@H]1[C@@H](OC(=O)C)[C@@H](OC(=O)C)[C@@H](COC(=O)C)O[C@H]1SC(N)=[NH2+])(=[O:28])C.C(O[C@@H]1[C@@H](OC(=O)C)[C@@H](OC(=O)C)[C@@H](COC(=O)C)O[C@H]1SCC#N)(=O)C>>[O:20]=[CH:19][C@@H:8]([C@H:9]([C@H:10]([C@@H:5]([CH2:6][OH:28])[OH:4])[OH:11])[OH:15])[OH:7] |f:1.2|. Procedure details: The galactose coupling agent 2-imino-2-methoxyethyl-1-thio-β-D-galactopyranoside (9) was prepared starting from 2,3,4,6-tetra-O-acetyl-α-D-galactopyranosyl bromide (6) in 3 steps via the intermediates 2-S-(2,3,4,6-tetra-O-acetyl-β-D-galactopyranosyl)-2-thiouronium bromide (7) and cyanomethyl 2,3,4,6-tetra-O-acetyl-1-thio-β-D-galactopyranoside (8) as shown in FIG. 5. Reactants: CS(=O)(=O)OC1CCN(CC1)C(=O)OC(C)(C)C (tert-butyl 4-methylsulphonyloxypiperidine-1-carboxylate), [H-].[Na+] (Sodium hydride), BrC=1C(=NNC1)C (4-bromo-3-methyl-1H-pyrazole). Solvent: CN(C)C=O (DMF). Run at temperature 0 celsius, time 1 hour. Yields the product BrC=1C=NN(C1C)C1CCN(CC1)C(=O)OC(C)(C)C (tert-butyl 4-(4-bromo-5-methyl-pyrazol-1-yl)piperidine-1-carboxylate), BrC=1C(=NN(C1)C1CCN(CC1)C(=O)OC(C)(C)C)C (tert-butyl 4-(4-bromo-3-methyl-pyrazol-1-yl)piperidine-1-carboxylate). RXN SMILES: [H-].[Na+].[Br:3][C:4]1[C:5]([CH3:9])=[N:6][NH:7][CH:8]=1.CS(O[CH:15]1[CH2:20][CH2:19][N:18]([C:21]([O:23][C:24]([CH3:27])([CH3:26])[CH3:25])=[O:22])[CH2:17][CH2:16]1)(=O)=O>CN(C=O)C>[Br:3][C:4]1[CH:8]=[N:7][N:6]([CH:15]2[CH2:20][CH2:19][N:18]([C:21]([O:23][C:24]([CH3:27])([CH3:26])[CH3:25])=[O:22])[CH2:17][CH2:16]2)[C:5]=1[CH3:9].[Br:3][C:4]1[C:5]([CH3:9])=[N:6][N:7]([CH:15]2[CH2:20][CH2:19][N:18]([C:21]([O:23][C:24]([CH3:27])([CH3:26])[CH3:25])=[O:22])[CH2:17][CH2:16]2)[CH:8]=1 |f:0.1|. Reported procedure: Sodium hydride (60% dispersion in mineral oil, 11.53 g) was added portionwise to a stirred solution of 4-bromo-3-methyl-1H-pyrazole (42.2 g) dissolved in DMF (600 ml) over a period of 15 minutes at 0° C. under nitrogen. The resulting slurry was stirred at 0° C. for 1 hour. Then tert-butyl 4-methylsulphonyloxypiperidine-1-carboxylate (73.2 g) was added and the mixture was stirred 1 hour at room temperature then heated to 90° C. overnight. The reaction mixture was then allowed to stir at room temp...